Dataset: the Open Reaction Database (ORD), a public repository of structured organic reaction records. Task: describe an organic reaction: reactants, conditions, products, and yield Starting materials: CCCCCCCCc1ccc(C(=O)Cl)cc1, CCCCCCCCc1ccc(C(=O)O)cc1, CCCCCCCCc1ccc(C(=O)N=C=S)cc1, COc1cc2nccc(Oc3ccc(N)cc3)c2cc1OC, Cc1ccccc1, CCO, O=S(Cl)Cl. The product is CCCCCCCCc1ccc(C(=O)NC(=S)Nc2ccc(Oc3ccnc4cc(OC)c(OC)cc34)cc2)cc1. RXN SMILES: [CH2:22]([c:23]1[cH:24][cH:25][c:26]([C:27]([Cl:28])=[O:29])[cH:30][cH:31]1)[CH2:32][CH2:33][CH2:34][CH2:35][CH2:36][CH2:37][CH3:38].[CH2:5]([c:6]1[cH:7][cH:8][c:9]([C:10]([OH:11])=[O:12])[cH:13][cH:14]1)[CH2:15][CH2:16][CH2:17][CH2:18][CH2:19][CH2:20][CH3:21].[CH2:61]([CH2:62][CH2:63][CH2:64][CH2:65][CH2:66][CH2:67][CH3:68])[c:69]1[cH:70][cH:71][c:72]([C:75](=[O:76])[N:77]=[C:78]=[S:79])[cH:73][cH:74]1.[CH3:39][O:40][c:41]1[cH:42][c:43]2[c:44]([O:53][c:54]3[cH:55][cH:56][c:57]([NH2:58])[cH:59][cH:60]3)[cH:45][cH:46][n:47][c:48]2[cH:49][c:50]1[O:51][CH3:52].[CH3:80][c:81]1[cH:82][cH:83][cH:84][cH:85][cH:86]1.[CH3:87][CH2:88][OH:89].[S:1]([Cl:2])([Cl:3])=[O:4]>>[CH3:39][O:40][c:41]1[cH:42][c:43]2[c:44]([O:53][c:54]3[cH:55][cH:56][c:57]([NH:58][C:78]([NH:77][C:75]([c:72]4[cH:71][cH:70][c:69]([CH2:61][CH2:62][CH2:63][CH2:64][CH2:65][CH2:66][CH2:67][CH3:68])[cH:74][cH:73]4)=[O:76])=[S:79])[cH:59][cH:60]3)[cH:45][cH:46][n:47][c:48]2[cH:49][c:50]1[O:51][CH3:52]. Starting materials: BrC1=C(OC2CCN(CC2)C2=NC=C(C=N2)C=2N=NN(N2)CC(=O)[O-])C=C(C=C1)F ((5-{2-[4-(2-bromo-5-fluorophenoxy)piperidin-1-yl]pyrimidin-5-yl}-2H-tetrazol-2-yl)acetate), [OH-].[Na+] (NaOH). The product is BrC1=C(OC2CCN(CC2)C2=NC=C(C=N2)C=2N=NN(N2)CC(=O)O)C=C(C=C1)F ((5-{2-[4-(2-Bromo-5-fluorophenoxy)piperidin-1-yl]pyrimidin-5-yl}-2H-tetrazol-2-yl)acetic acid). Reaction SMILES: [Br:1][C:2]1[CH:29]=[CH:28][C:27]([F:30])=[CH:26][C:3]=1[O:4][CH:5]1[CH2:10][CH2:9][N:8]([C:11]2[N:16]=[CH:15][C:14]([C:17]3[N:18]=[N:19][N:20]([CH2:22][C:23]([O-:25])=[O:24])[N:21]=3)=[CH:13][N:12]=2)[CH2:7][CH2:6]1.[OH-].[Na+]>>[Br:1][C:2]1[CH:29]=[CH:28][C:27]([F:30])=[CH:26][C:3]=1[O:4][CH:5]1[CH2:10][CH2:9][N:8]([C:11]2[N:12]=[CH:13][C:14]([C:17]3[N:18]=[N:19][N:20]([CH2:22][C:23]([OH:25])=[O:24])[N:21]=3)=[CH:15][N:16]=2)[CH2:7][CH2:6]1 |f:1.2|. Procedure: The title compound was prepared in a similar manner as that described for Example 3 (step 5) from ethyl ((5-{2-[4-(2-bromo-5-fluorophenoxy)piperidin-1-yl]pyrimidin-5-yl}-2H-tetrazol-2-yl)acetate and aqueous NaOH.